Dataset: the Open Reaction Database (ORD), a public repository of structured organic reaction records. Task: describe an organic reaction: reactants, conditions, products, and yield The product is COc1ccccc1Oc1c(NS(=O)(=O)C=Cc2ccccc2)nc(-c2ncccn2)nc1OCCCO. The reactants are OCCCO, COc1ccccc1Oc1c(Cl)nc(-c2ncccn2)nc1NS(=O)(=O)C=Cc1ccccc1, Cl, [Na]. As a reaction SMILES: [CH2:37]([CH2:38][CH2:39][OH:40])[OH:41].[Cl:2][c:3]1[c:4]([O:27][c:28]2[c:29]([O:34][CH3:35])[cH:30][cH:31][cH:32][cH:33]2)[c:5]([NH:15][S:16](=[O:17])(=[O:18])[CH:19]=[CH:20][c:21]2[cH:22][cH:23][cH:24][cH:25][cH:26]2)[n:6][c:7](-[c:9]2[n:10][cH:11][cH:12][cH:13][n:14]2)[n:8]1.[ClH:36].[Na:1]>>[c:3]1([O:41][CH2:37][CH2:38][CH2:39][OH:40])[c:4]([O:27][c:28]2[c:29]([O:34][CH3:35])[cH:30][cH:31][cH:32][cH:33]2)[c:5]([NH:15][S:16](=[O:17])(=[O:18])[CH:19]=[CH:20][c:21]2[cH:22][cH:23][cH:24][cH:25][cH:26]2)[n:6][c:7](-[c:9]2[n:10][cH:11][cH:12][cH:13][n:14]2)[n:8]1. Reactants: O=C1N(C2=C(CCC1N1C(C=3C(C1=O)=CC=CC3)=O)C=CC=C2)CC(=O)OC(C)(C)C (tert-butyl 2-oxo-3-phthalimido-2,3,4,5-tetrahydro-1H-1-benzazepine-1-acetate), O.NN (hydrazine hydrate). The solvent is C(C)O (ethanol). The product is NC1C(N(C2=C(CC1)C=CC=C2)CC(=O)OC(C)(C)C)=O (tert-butyl 3-amino-2-oxo-2,3,4,5-tetrahydro-1H-1-benzazepine-1-acetate). Isolated yield 86.9%. RXN SMILES: [O:1]=[C:2]1[CH:8]([N:9]2C(=O)C3=CC=CC=C3C2=O)[CH2:7][CH2:6][C:5]2[CH:20]=[CH:21][CH:22]=[CH:23][C:4]=2[N:3]1[CH2:24][C:25]([O:27][C:28]([CH3:31])([CH3:30])[CH3:29])=[O:26].O.NN>C(O)C>[NH2:9][CH:8]1[CH2:7][CH2:6][C:5]2[CH:20]=[CH:21][CH:22]=[CH:23][C:4]=2[N:3]([CH2:24][C:25]([O:27][C:28]([CH3:30])([CH3:29])[CH3:31])=[O:26])[C:2]1=[O:1] |f:1.2|. Procedure: To 100 ml of ethanol is added 10 g of tert-butyl 2-oxo-3-phthalimido-2,3,4,5-tetrahydro-1H-1-benzazepine-1-acetate, and 5 g of hydrazine hydrate is added to the mixture, followed by refluxing for 2 hours. The reaction mixture is concentrated under reduced pressure, and 300 ml of water is added to the residue, followed by extraction with 200 ml of ethyl acetate. The extract is washed with 1N aqueous sodium hydroxide and water, successively, dried over anhydrous magnesium sulfate and concentrated ... The reactants are C(C)N1CCC2=CC(=CC=C12)S(=O)(=O)N (1-ethylindoline-5-sulfonamide), C1(CCCCC1)C(=O)N1CCC2=CC(=CC=C12)S(=O)(=O)N (1-(cyclohexanecarbonyl)indoline-5-sulfonamide), C1(CCCCC1)C(=O)N1CCC2=CC(=CC=C12)S(=O)(=O)N (1-(cyclohexanecarbonyl)indoline-5-sulfonamide). Product: C1(CCCCC1)CN1CCC2=CC(=CC=C12)S(=O)(=O)N (1-(Cyclohexylmethyl)indoline-5-sulfonamide). Isolated yield 56.6%. Reaction SMILES: C(N1C2C(=CC(S(N)(=O)=O)=CC=2)CC1)C.[CH:16]1([C:22]([N:24]2[C:32]3[C:27](=[CH:28][C:29]([S:33]([NH2:36])(=[O:35])=[O:34])=[CH:30][CH:31]=3)[CH2:26][CH2:25]2)=O)[CH2:21][CH2:20][CH2:19][CH2:18][CH2:17]1>>[CH:16]1([CH2:22][N:24]2[C:32]3[C:27](=[CH:28][C:29]([S:33]([NH2:36])(=[O:35])=[O:34])=[CH:30][CH:31]=3)[CH2:26][CH2:25]2)[CH2:17][CH2:18][CH2:19][CH2:20][CH2:21]1. Procedure: Following a procedure analogous to that for the synthesis of Intermediate 53, 1-(cyclohexanecarbonyl)indoline-5-sulfonamide (Intermediate 55, 120 mg, 0.39 mmol) was converted to the title compound (65 mg, 57%) after purification using preparative HPLC. 1H NMR (CD3OD) δ 7.54 (dd, J=8.4, 2.0 Hz, 1H), 7.45 (d, J=1.5 Hz, 1H), 6.38 (d, J=8.4 Hz, 2H), 3.54 (d, J=8.7 Hz, 2H), 3.04-2.96 (m, 4H), 1.80-1.68 (m, 6H), 1.31-1.23 (m, 3H), 1.05-0.96 (m, 2H); MS(ESI+) m/z 295.1 (M+H)+. The reactants are O1CCOCC1 (1,4-dioxane), COCC1(CC(C1)=C)C#N (1-(methoxymethyl)-3-methylenecyclobutanecarbonitrile), I(=O)(=O)(=O)[O-].[Na+] (sodium periodate). Reagents/catalysts: [Os](=O)(=O)(=O)=O (osmium tetraoxide). Solvent: O (water), O (water). Run at time 5 minute. Yields the product COCC1(CC(C1)=O)C#N (1-(methoxymethyl)-3-oxocyclobutanecarbonitrile). RXN SMILES: [O:1]1CCOCC1.[CH3:7][O:8][CH2:9][C:10]1([C:15]#[N:16])[CH2:13][C:12](=C)[CH2:11]1.I([O-])(=O)(=O)=O.[Na+]>O.[Os](=O)(=O)(=O)=O>[CH3:7][O:8][CH2:9][C:10]1([C:15]#[N:16])[CH2:13][C:12](=[O:1])[CH2:11]1 |f:2.3|. Procedure details: A mixture of water (2 mL, 0.1 mol) and 1,4-dioxane (7 mL, 0.08 mol), 1-(methoxymethyl)-3-methylenecyclobutanecarbonitrile (0.294 g, 0.00214 mol), and 0.2 M of osmium tetraoxide in water (0.04 mL) was stirred for 5 min, during which time the mixture became brown. While the temperature was maintained at room temperature, sodium periodate (0.963 g, 0.00450 mol) was added in portions over a period of 30 min. The mixture was stirred overnight. The mixture was extracted with EtOAc and the combined org...